This data is from the Open Reaction Database (ORD), a public repository of structured organic reaction records. The task is: describe an organic reaction: reactants, conditions, products, and yield Reactants: COC(CCC1=CC=C(C=C1)OC=1C2=C(N=CN1)OC(=C2C2=CC=C(C=C2)OC)C2=CC=CC=C2)=O (3-(4-{[5-(4-methoxyphenyl)-6-phenylfuro[2,3-d]-pyrimidin-4-yl]oxy}phenyl)propanoic acid methyl ester), [OH-].[Na+] (sodium hydroxide), Cl (hydrochloric acid). The solvent is C1CCOC1 (THF). Conditions: temperature 50 celsius, time 1 hour. Product: COC1=CC=C(C=C1)C1=C(OC=2N=CN=C(C21)OC2=CC=C(C=C2)CCC(=O)O)C2=CC=CC=C2 (3-(4-{[5-(4-Methoxyphenyl)-6-phenylfuro[2,3-d]pyrimidin-4-yl]oxy}phenyl)propanoic acid). Reaction SMILES: C[O:2][C:3](=[O:36])[CH2:4][CH2:5][C:6]1[CH:11]=[CH:10][C:9]([O:12][C:13]2[C:14]3[C:21]([C:22]4[CH:27]=[CH:26][C:25]([O:28][CH3:29])=[CH:24][CH:23]=4)=[C:20]([C:30]4[CH:35]=[CH:34][CH:33]=[CH:32][CH:31]=4)[O:19][C:15]=3[N:16]=[CH:17][N:18]=2)=[CH:8][CH:7]=1.[OH-].[Na+].Cl>C1COCC1>[CH3:29][O:28][C:25]1[CH:24]=[CH:23][C:22]([C:21]2[C:14]3[C:13]([O:12][C:9]4[CH:10]=[CH:11][C:6]([CH2:5][CH2:4][C:3]([OH:36])=[O:2])=[CH:7][CH:8]=4)=[N:18][CH:17]=[N:16][C:15]=3[O:19][C:20]=2[C:30]2[CH:35]=[CH:34][CH:33]=[CH:32][CH:31]=2)=[CH:27][CH:26]=1 |f:1.2|. Procedure details: Initially charge 137 mg (0.285 mmol) of 3-(4-{[5-(4-methoxyphenyl)-6-phenylfuro[2,3-d]-pyrimidin-4-yl]oxy}phenyl)propanoic acid methyl ester in 4.5 ml of THF, and add 0.855 ml of 1N sodium hydroxide solution at RT. Stir the mixture at 50° C. for 1 h. After cooling, acidify with 1N hydrochloric acid and filter off the precipitated solid with suction, wash with water and dry under high vacuum. 125.9 mg (94.7% of theory) of the target compound are obtained. Starting materials: ClC1=C(NC(C)=O)C=C(C(=C1)F)[N+](=O)[O-] (2′-chloro-4′-fluoro-5′-nitroacetanilide). The reagents and catalysts are [Pt] (platinum on carbon). Run in O1CCCC1.C(C)(=O)OCC.C(C)O (tetrahydrofuran ethyl acetate ethanol). Reaction conditions: time 22 hour. The product is NC=1C(=CC(=C(NC(C)=O)C1)Cl)F (5′-Amino-2′-chloro-4′-fluoroacetanilide). As a reaction SMILES: [Cl:1][C:2]1[CH:11]=[C:10]([F:12])[C:9]([N+:13]([O-])=O)=[CH:8][C:3]=1[NH:4][C:5](=[O:7])[CH3:6]>[Pt].O1CCCC1.C(OCC)(=O)C.C(O)C>[NH2:13][C:9]1[C:10]([F:12])=[CH:11][C:2]([Cl:1])=[C:3]([CH:8]=1)[NH:4][C:5](=[O:7])[CH3:6] |f:2.3.4|. Procedure: A mixture of 2′-chloro-4′-fluoro-5′-nitroacetanilide (26.1 g, 112 mmol) and 5% platinum on carbon (7.8 g, 30 wt %) in a tetrahydrofuran/ethyl acetate/ethanol solution (1:1:1) is hydrogenated at 50 psi for 22 hours and filtered. The resultant filtrate is concentrated in vacuo to obtain a solid which is recrystallized from an ethanol/water solution to give the title product as off-white plates (14.5 g, mp 176-178° C.). The reactants are O(C1=CC=CC=C1)CC#N (phenoxyacetonitrile), C(C1=CC=CC=C1)[Mg]Br (benzylmagnesium bromide), normal solution, [C-]#N.[Na+] (sodium cyanide), S(=O)(=O)([O-])[O-].[Na+].[Na+] (sodium sulfate). The solvent is CCOCC (ether), CCOCC (ether), O1CCCC1 (tetrahydrofuran), CN(C=O)C (dimethylformamide), CO (methanol). Conditions: time 2 hour. The product is NC(C#N)(COC1=CC=CC=C1)CC1=CC=CC=C1 (2-amino-2-benzyl-3-phenoxy-propionitrile). The yield is 6.3%. As a reaction SMILES: [O:1]([CH2:8][C:9]#[N:10])[C:2]1[CH:7]=[CH:6][CH:5]=[CH:4][CH:3]=1.[CH2:11]([Mg]Br)[C:12]1[CH:17]=[CH:16][CH:15]=[CH:14][CH:13]=1.[C-:20]#[N:21].[Na+].S([O-])([O-])(=O)=O.[Na+].[Na+]>CCOCC.CN(C)C=O.CO.O1CCCC1>[NH2:10][C:9]([CH2:11][C:12]1[CH:17]=[CH:16][CH:15]=[CH:14][CH:13]=1)([CH2:8][O:1][C:2]1[CH:7]=[CH:6][CH:5]=[CH:4][CH:3]=1)[C:20]#[N:21] |f:2.3,4.5.6|. Procedure details: To 20 millimoles (2.66 g) of phenoxyacetonitrile in 6 ml of anhydrous ether, is added a solution of 30 millimoles (1.5 eg) of benzylmagnesium bromide in 6 ml of anhydrous ether. The mixture sets to a mass and 10 ml of tetrahydrofuran are added. After stirring for 2 hours at room temperature, the reaction mixture is cooled by an ice-bath, then added with 50 ml of a normal solution of sodium cyanide in dimethylformamide. After 2 hours of stirring at room temperature, the mixture is hydrolyzed by 1... The reactants are C1=CC=[N+](C=C1)CC(=O)NN.[Cl-] (Girard's Reagent P), C(C)(=O)C=1C=NC=CC1 (3-acetylpyridine). Solvent: CO (methanol). Yields the product [Cl-].N1=CC(=CC=C1)C(C)=NNC(=O)C[N+]1=CC=CC=C1 (1-[[[[1-(3-pyridinyl)ethylidene]hydrazino]carbonyl]-methyl]pyridinium chloride). The yield is 70.9%. Reaction SMILES: [CH:1]1[CH:6]=[CH:5][N+:4]([CH2:7][C:8]([NH:10][NH2:11])=[O:9])=[CH:3][CH:2]=1.[Cl-:12].[C:13]([C:16]1[CH:17]=[N:18][CH:19]=[CH:20][CH:21]=1)(=O)[CH3:14]>CO>[Cl-:12].[N:18]1[CH:19]=[CH:20][CH:21]=[C:16]([C:13](=[N:11][NH:10][C:8]([CH2:7][N+:4]2[CH:3]=[CH:2][CH:1]=[CH:6][CH:5]=2)=[O:9])[CH3:14])[CH:17]=1 |f:0.1,4.5|. Reported procedure: To 5.63 gm (0.03 mole) of Girard's Reagent P in 50 ml of anhydrous methanol is added 3.63 gm (0.03 mole) of 3-acetylpyridine. The solution is refluxed 3 hr and cooled. The solvent is evaporated The residue is slurried in 100 ml of anhydrous ether and filtered. The crude product is recrystallized from absolute ethanol to afford 6.18 gm (71%) of the title compound; mp 237.2° (decomp). Reactants: C[S-], Clc1ncnc2ccsc12, [Na+], CN(C)C=O, O. Yields the product CSc1ncnc2ccsc12. As a reaction SMILES: [CH3:1][S-:2].[Cl:4][c:5]1[c:6]2[c:7]([n:8][cH:9][n:10]1)[cH:11][cH:12][s:13]2.[Na+:3].[O:15]=[CH:16][N:17]([CH3:18])[CH3:19].[OH2:14]>>[CH3:1][S:2][c:5]1[c:6]2[c:7]([n:8][cH:9][n:10]1)[cH:11][cH:12][s:13]2. The reactants are IC1=CC=NC=C1 (4-iodopyridine), C([O-])([O-])=O.[Na+].[Na+] (sodium carbonate), CC1(OB(OC1(C)C)C1=CC=C2C(=NN(C2=C1)COCC[Si](C)(C)C)NC(CCC)=O)C (N-[6-(4,4,5,5-tetramethyl[1,3,2]dioxaborolan-2-yl)-1-[[2-(trimethylsilyl)ethoxy]methyl]-1H-indazol-3-yl]butanamide). The reagents and catalysts are C=1C=CC(=CC1)[P](C=2C=CC=CC2)(C=3C=CC=CC3)[Pd]([P](C=4C=CC=CC4)(C=5C=CC=CC5)C=6C=CC=CC6)([P](C=7C=CC=CC7)(C=8C=CC=CC8)C=9C=CC=CC9)[P](C=1C=CC=CC1)(C=1C=CC=CC1)C=1C=CC=CC1 (tetrakis(triphenylphosphine)palladium). The solvent is O (water), C(C)(=O)OCC (ethyl acetate), O (water), O1CCOCC1 (dioxane). The product is N1=CC=C(C=C1)C1=CC=C2C(=NN(C2=C1)COCC[Si](C)(C)C)NC(CCC)=O (N-[6-(4-pyridyl)-1-[[2-(trimethylsilyl)ethoxy]methyl]-1H-indazol-3-yl]butanamide). Yield: 97.9%. RXN SMILES: I[C:2]1[CH:7]=[CH:6][N:5]=[CH:4][CH:3]=1.C(=O)([O-])[O-].[Na+].[Na+].CC1(C)C(C)(C)OB([C:22]2[CH:30]=[C:29]3[C:25]([C:26]([NH:39][C:40](=[O:44])[CH2:41][CH2:42][CH3:43])=[N:27][N:28]3[CH2:31][O:32][CH2:33][CH2:34][Si:35]([CH3:38])([CH3:37])[CH3:36])=[CH:24][CH:23]=2)O1>O1CCOCC1.C1C=CC([P]([Pd]([P](C2C=CC=CC=2)(C2C=CC=CC=2)C2C=CC=CC=2)([P](C2C=CC=CC=2)(C2C=CC=CC=2)C2C=CC=CC=2)[P](C2C=CC=CC=2)(C2C=CC=CC=2)C2C=CC=CC=2)(C2C=CC=CC=2)C2C=CC=CC=2)=CC=1.O.C(OCC)(=O)C>[N:5]1[CH:6]=[CH:7][C:2]([C:22]2[CH:30]=[C:29]3[C:25]([C:26]([NH:39][C:40](=[O:44])[CH2:41][CH2:42][CH3:43])=[N:27][N:28]3[CH2:31][O:32][CH2:33][CH2:34][Si:35]([CH3:38])([CH3:36])[CH3:37])=[CH:24][CH:23]=2)=[CH:3][CH:4]=1 |f:1.2.3,^1:55,57,76,95|. Procedure details: 246 mg of 4-iodopyridine, 10 cm3 of water, 201 mg of sodium carbonate and 69 mg of tetrakis(triphenylphosphine)palladium are added to 320 mg of N-[6-(4,4,5,5-tetramethyl[1,3,2]dioxaborolan-2-yl)-1-[[2-(trimethylsilyl)ethoxy]methyl]-1H-indazol-3-yl]butanamide, described previously, in 20 cm3 of dioxane. The medium is refluxed for 20 hours, the mixture is then allowed to return to room temperature and 50 cm3 of ethyl acetate and 50 cm3 of water are added. The combined organic phases are washed wit... Starting materials: O=S(=O)(c1cccc2c(Cl)nccc12)N1CCC(O)CC1, O, Cc1ccc(S(=O)(=O)Cl)cc1, c1ccncc1. Yields the product Cc1ccc(S(=O)(=O)OC2CCN(S(=O)(=O)c3cccc4c(Cl)nccc34)CC2)cc1. As a reaction SMILES: [Cl:7][c:8]1[n:9][cH:10][cH:11][c:12]2[c:13]([S:18](=[O:19])(=[O:20])[N:21]3[CH2:22][CH2:23][CH:24]([OH:27])[CH2:25][CH2:26]3)[cH:14][cH:15][cH:16][c:17]12.[OH2:39].[c:28]1([CH3:38])[cH:29][cH:30][c:31]([S:34](=[O:35])(=[O:36])[Cl:37])[cH:32][cH:33]1.[cH:1]1[cH:2][cH:3][n:4][cH:5][cH:6]1>>[Cl:7][c:8]1[n:9][cH:10][cH:11][c:12]2[c:13]([S:18](=[O:19])(=[O:20])[N:21]3[CH2:22][CH2:23][CH:24]([O:27][S:34]([c:31]4[cH:30][cH:29][c:28]([CH3:38])[cH:33][cH:32]4)(=[O:35])=[O:36])[CH2:25][CH2:26]3)[cH:14][cH:15][cH:16][c:17]12. Reactants: C(#N)C1=CC=C(COC=2C=C(C(=O)O)C=C(C2)OC2=CC=C(C=C2)C#N)C=C1 (3-(4-cyano benzyloxy)-5-(4-cyano phenoxy)benzoic acid), C(C)(C)(C)OC(NC1CCC(CC1)N)=O ((4-amino-cyclohexyl)-carbamic acid tert-butyl ester). The product is C(C)(C)(C)OC(NC1CCC(CC1)NC(C1=CC(=CC(=C1)OC1=CC=C(C=C1)C#N)OCC1=CC=C(C=C1)C#N)=O)=O ({4-[3-(4-Cyano benzyloxy)-5-(4-cyano Phenoxy)benzoyl Amino]cyclohexyl}carbamic Acid Tert-butyl Ester). Isolated yield 89.4%. Reaction SMILES: [C:1]([C:3]1[CH:28]=[CH:27][C:6]([CH2:7][O:8][C:9]2[CH:10]=[C:11]([CH:15]=[C:16]([O:18][C:19]3[CH:24]=[CH:23][C:22]([C:25]#[N:26])=[CH:21][CH:20]=3)[CH:17]=2)[C:12]([OH:14])=O)=[CH:5][CH:4]=1)#[N:2].[C:29]([O:33][C:34](=[O:43])[NH:35][CH:36]1[CH2:41][CH2:40][CH:39]([NH2:42])[CH2:38][CH2:37]1)([CH3:32])([CH3:31])[CH3:30]>>[C:29]([O:33][C:34](=[O:43])[NH:35][CH:36]1[CH2:37][CH2:38][CH:39]([NH:42][C:12](=[O:14])[C:11]2[CH:15]=[C:16]([O:18][C:19]3[CH:24]=[CH:23][C:22]([C:25]#[N:26])=[CH:21][CH:20]=3)[CH:17]=[C:9]([O:8][CH2:7][C:6]3[CH:5]=[CH:4][C:3]([C:1]#[N:2])=[CH:28][CH:27]=3)[CH:10]=2)[CH2:40][CH2:41]1)([CH3:32])([CH3:30])[CH3:31]. Procedure details: Following the procedure of Example 5(c) 3-(4-cyano benzyloxy)-5-(4-cyano phenoxy)benzoic acid 0.55 g (1.48 mmol) and (4-amino-cyclohexyl)-carbamic acid tert-butyl ester (0.316 g, 1.48 mmol) were used to afford 0.75 g of the required product. 1H NMR (DMSO-d6): δ 1.25 (4H, m), 1.40 (9H, s), 1.8 (4H, m), 3.2 (1H, m), 3.7 (1H, m), 5.3 (2H, s), 6.74 (1H, d), 7.02 (1H, s), 7.1 (2H, s), 7.22 (1H, s), 7.44 (1H, s), 7.66 (2H, d), 7.88 (4H, m), 8.28 (1H, d).